Dataset: the Open Reaction Database (ORD), a public repository of structured organic reaction records. Task: describe an organic reaction: reactants, conditions, products, and yield Reactants: BrCCC1OCCCO1, CC(C)(C)c1cccc(O)c1, O=C([O-])[O-], CC#N, [K+], [K+]. Yields the product CC(C)(C)c1cccc(OCCC2OCCCO2)c1. As a reaction SMILES: [Br:12][CH2:13][CH2:14][CH:15]1[O:16][CH2:17][CH2:18][CH2:19][O:20]1.[C:1]([CH3:2])([CH3:3])([CH3:4])[c:5]1[cH:6][c:7]([OH:11])[cH:8][cH:9][cH:10]1.[C:21](=[O:22])([O-:23])[O-:24].[CH3:27][C:28]#[N:29].[K+:25].[K+:26]>>[C:1]([CH3:2])([CH3:3])([CH3:4])[c:5]1[cH:6][c:7]([O:11][CH2:13][CH2:14][CH:15]2[O:16][CH2:17][CH2:18][CH2:19][O:20]2)[cH:8][cH:9][cH:10]1. Starting materials: CCO, CC1(c2csc(Cn3ccc([N+](=O)[O-])n3)n2)OCCO1, [Cl-], [Fe], N#N, [NH4+], O. The product is CC1(c2csc(Cn3ccc(N)n3)n2)OCCO1. RXN SMILES: [CH3:25][CH2:26][OH:27].[CH3:3][C:4]1([c:9]2[n:10][c:11]([CH2:14][n:15]3[n:16][c:17]([N+:20]([O-:21])=[O:22])[cH:18][cH:19]3)[s:12][cH:13]2)[O:5][CH2:6][CH2:7][O:8]1.[Cl-:23].[Fe:29].[N:1]#[N:2].[NH4+:24].[OH2:28]>>[CH3:3][C:4]1([c:9]2[n:10][c:11]([CH2:14][n:15]3[n:16][c:17]([NH2:20])[cH:18][cH:19]3)[s:12][cH:13]2)[O:5][CH2:6][CH2:7][O:8]1.